This data is from the Open Reaction Database (ORD), a public repository of structured organic reaction records. The task is: describe an organic reaction: reactants, conditions, products, and yield Starting materials: CCOC(=O)Oc1ccc(CC(NC(=O)OC(C)(C)C)C(=O)OC(C)COC(C)=O)cc1OC(=O)OCC, Cl, C1COCCO1. The product is CCOC(=O)Oc1ccc(CC(N)C(=O)OC(C)COC(C)=O)cc1OC(=O)OCC, Cl. RXN SMILES: [CH2:1]([CH3:2])[O:3][C:4](=[O:5])[O:6][c:7]1[cH:8][c:9]([CH2:19][CH:20]([C:21](=[O:22])[O:23][CH:24]([CH2:25][O:26][C:27]([CH3:28])=[O:29])[CH3:30])[NH:31][C:32]([O:33][C:34]([CH3:35])([CH3:36])[CH3:37])=[O:38])[cH:10][cH:11][c:12]1[O:13][C:14](=[O:15])[O:16][CH2:17][CH3:18].[ClH:39].[O:40]1[CH2:41][CH2:42][O:43][CH2:44][CH2:45]1>>[CH2:1]([CH3:2])[O:3][C:4](=[O:5])[O:6][c:7]1[cH:8][c:9]([CH2:19][CH:20]([C:21](=[O:22])[O:23][CH:24]([CH2:25][O:26][C:27]([CH3:28])=[O:29])[CH3:30])[NH2:31])[cH:10][cH:11][c:12]1[O:13][C:14](=[O:15])[O:16][CH2:17][CH3:18].[ClH:39].